From a dataset of the Open Reaction Database (ORD), a public repository of structured organic reaction records. describe an organic reaction: reactants, conditions, products, and yield Starting materials: Cn1cc(C=CC(=O)O)cn1, CO, [Na+], [Na+], O=C([O-])[O-], O=S(=O)(O)O. The product is COC(=O)C=Cc1cnn(C)c1. Reaction SMILES: [CH3:1][n:2]1[n:3][cH:4][c:5]([CH:7]=[CH:8][C:9](=[O:10])[OH:11])[cH:6]1.[CH3:23][OH:24].[Na+:17].[Na+:18].[O-:19][C:20](=[O:21])[O-:22].[S:12](=[O:13])(=[O:14])([OH:15])[OH:16]>>[CH3:1][n:2]1[n:3][cH:4][c:5]([CH:7]=[CH:8][C:9](=[O:10])[O:11][CH3:20])[cH:6]1. Reactants: O=C1CCC(=O)N1Br, O=C(OOC(=O)c1ccccc1)c1ccccc1, ClC(Cl)(Cl)Cl, Cc1cc(C#N)ccc1F. The product is N#Cc1ccc(F)c(CBr)c1. Reaction SMILES: [Br:11][N:12]1[C:13](=[O:14])[CH2:15][CH2:16][C:17]1=[O:18].[C:19]([O:20][O:21][C:22](=[O:23])[c:24]1[cH:25][cH:26][cH:27][cH:28][cH:29]1)(=[O:30])[c:31]1[cH:32][cH:33][cH:34][cH:35][cH:36]1.[Cl:37][C:38]([Cl:39])([Cl:40])[Cl:41].[F:1][c:2]1[c:3]([CH3:10])[cH:4][c:5]([C:6]#[N:7])[cH:8][cH:9]1>>[F:1][c:2]1[c:3]([CH2:10][Br:11])[cH:4][c:5]([C:6]#[N:7])[cH:8][cH:9]1. Reactants: N[C@@H]1CC[C@H](CC1)N (trans-1,4-diaminocyclohexane), ClC1=NC(=C2N=CNC2=N1)N1C=NC2=C1C=C(C(=C2)Cl)Cl (2-chloro-6-(5,6-dichloro-1H-benzimidazol-1-yl)-9H-purine). Conditions: temperature 110 celsius. Yields the product Cl.ClC1=CC2=C(N(C=N2)C2=C3N=CNC3=NC(=N2)N[C@@H]2CC[C@H](CC2)N)C=C1Cl (trans-N-[6-(5,6-dichloro-1H-benzimidazol-1-yl)-9H-purin-2-yl]-1,4-cyclohexanediamine hydrochloride). The yield is 15.0%. As a reaction SMILES: [NH2:1][C@H:2]1[CH2:7][CH2:6][C@H:5]([NH2:8])[CH2:4][CH2:3]1.[Cl:9][C:10]1[N:18]=[C:17]2[C:13]([N:14]=[CH:15][NH:16]2)=[C:12]([N:19]2[C:23]3[CH:24]=[C:25]([Cl:29])[C:26]([Cl:28])=[CH:27][C:22]=3[N:21]=[CH:20]2)[N:11]=1>>[ClH:9].[Cl:28][C:26]1[C:25]([Cl:29])=[CH:24][C:23]2[N:19]([C:12]3[N:11]=[C:10]([NH:1][C@H:2]4[CH2:7][CH2:6][C@H:5]([NH2:8])[CH2:4][CH2:3]4)[N:18]=[C:17]4[C:13]=3[N:14]=[CH:15][NH:16]4)[CH:20]=[N:21][C:22]=2[CH:27]=1 |f:2.3|. Procedure: 570 mg of trans-1,4-diaminocyclohexane are brought to its melting temperature (70° C.), 170 mg of product obtained in stage 1 above are added in a single step, and the mixture is then heated at 110° C. for approximately 24 hours. The mixture is allowed to return to ambient temperature. Purification is carried out by chromatography on silica with an MeOH—NH4OH: 98-2 mixture for eluent. The purified product is dissolved in ethanol and HCl-AcOEt (hydrochloric acid-ethyl acetate) is then added. Part...